Task: describe an organic reaction: reactants, conditions, products, and yield. Dataset: the Open Reaction Database (ORD), a public repository of structured organic reaction records Starting materials: FC1=CC2=C(C(=CO2)COC2=C3C=C(NC3=CC=C2)C(=O)O)C=C1 (4-(6-fluoro-benzofuran-3-ylmethoxy)-1H-indole-2-carboxylic acid), Cl.Cl.Cl.[C@H]1(CCCN2CCCC[C@H]12)CN1CCC(CC1)N (1-[(1S,9aR)-1-(Octahydro-quinolizin-1-yl)methyl]-piperidin-4-ylamine tri-hydrochloride). Yields the product Cl.Cl.[C@H]1(CCCN2CCCC[C@H]12)CN1CCC(CC1)NC(=O)C=1NC2=CC=CC(=C2C1)OCC1=COC2=C1C=CC(=C2)F (4-(6-Fluoro-benzofuran-3-ylmethoxy)-1H-indole-2-carboxylic acid {1-[(1S,9aR)-1-(octahydro-quinolizin-1-yl)methyl]-piperidin-4-yl}-amide dihydrochloride). Reaction SMILES: [F:1][C:2]1[CH:24]=[CH:23][C:5]2[C:6]([CH2:9][O:10][C:11]3[CH:19]=[CH:18][CH:17]=[C:16]4[C:12]=3[CH:13]=[C:14]([C:20](O)=[O:21])[NH:15]4)=[CH:7][O:8][C:4]=2[CH:3]=1.[ClH:25].Cl.Cl.[C@H:28]1([CH2:38][N:39]2[CH2:44][CH2:43][CH:42]([NH2:45])[CH2:41][CH2:40]2)[C@@H:37]2[N:32]([CH2:33][CH2:34][CH2:35][CH2:36]2)[CH2:31][CH2:30][CH2:29]1>>[ClH:25].[ClH:25].[C@H:28]1([CH2:38][N:39]2[CH2:44][CH2:43][CH:42]([NH:45][C:20]([C:14]3[NH:15][C:16]4[C:12]([CH:13]=3)=[C:11]([O:10][CH2:9][C:6]3[C:5]5[CH:23]=[CH:24][C:2]([F:1])=[CH:3][C:4]=5[O:8][CH:7]=3)[CH:19]=[CH:18][CH:17]=4)=[O:21])[CH2:41][CH2:40]2)[C@@H:37]2[N:32]([CH2:33][CH2:34][CH2:35][CH2:36]2)[CH2:31][CH2:30][CH2:29]1 |f:1.2.3.4,5.6.7|. Reported procedure: This compound is synthesized from 4-(6-fluoro-benzofuran-3-ylmethoxy)-1H-indole-2-carboxylic acid (106) (preparation see below) and amine 61 analogously to the method described in example 1. Reactants: BrCCC1=C(C(=O)OC)C=C(C=C1)Cl (methyl 2-(bromoethyl)-5-chlorobenzoate), FC1=CC=C(C=C1)O (4-fluorophenol). Product: ClC=1C=CC(=C(C(=O)OC)C1)COC1=CC=C(C=C1)F (Methyl 5-chloro-2-[(4-fluorophenoxy)methyl]benzoate). Reaction SMILES: BrC[CH2:3][C:4]1[CH:13]=[CH:12][C:11]([Cl:14])=[CH:10][C:5]=1[C:6]([O:8][CH3:9])=[O:7].[F:15][C:16]1[CH:21]=[CH:20][C:19]([OH:22])=[CH:18][CH:17]=1>>[Cl:14][C:11]1[CH:12]=[CH:13][C:4]([CH2:3][O:22][C:19]2[CH:20]=[CH:21][C:16]([F:15])=[CH:17][CH:18]=2)=[C:5]([CH:10]=1)[C:6]([O:8][CH3:9])=[O:7]. Procedure: The title compound was prepared according to the procedure described in step 1 of Example 1 from methyl 2-(bromoethyl)-5-chlorobenzoate and 4-fluorophenol: Starting materials: CC(C)(C)[Si](C)(C)Cl, O=C(NC(CO)C(=O)O)OCc1ccccc1, CN(C)C=O, O, c1c[nH]cn1. Product: CC(C)(C)[Si](C)(C)OCC(NC(=O)OCc1ccccc1)C(=O)O. Reaction SMILES: [C:23]([CH3:24])([CH3:25])([CH3:26])[Si:27]([Cl:28])([CH3:29])[CH3:30].[CH2:1]([c:2]1[cH:3][cH:4][cH:5][cH:6][cH:7]1)[O:8][C:9](=[O:10])[NH:11][CH:12]([CH2:13][OH:14])[C:15](=[O:16])[OH:17].[CH3:32][N:33]([CH3:34])[CH:35]=[O:36].[OH2:31].[nH:18]1[cH:19][cH:20][n:21][cH:22]1>>[CH2:1]([c:2]1[cH:3][cH:4][cH:5][cH:6][cH:7]1)[O:8][C:9](=[O:10])[NH:11][CH:12]([CH2:13][O:14][Si:27]([C:23]([CH3:24])([CH3:25])[CH3:26])([CH3:29])[CH3:30])[C:15](=[O:16])[OH:17]. The reactants are COC(=O)C1=CN(C2=CC(=CC=C12)Br)C (6-bromo-1-methyl-1H-indole-3-carboxylic acid methyl ester), COC(=O)C=1NC2=CC(=CC=C2C1)Br (6-bromo-1H-indole-2-carboxylic acid methyl ester). Yields the product COC(=O)C=1N(C2=CC(=CC=C2C1)Br)C (6-Bromo-1-methyl-1H-indole-2-carboxylic acid methyl ester). As a reaction SMILES: COC([C:5]1[C:13]2[C:8](=[CH:9][C:10]([Br:14])=[CH:11][CH:12]=2)[N:7]([CH3:15])[CH:6]=1)=O.[CH3:16][O:17][C:18](C1NC2C(C=1)=CC=C(Br)C=2)=[O:19]>>[CH3:16][O:17][C:18]([C:6]1[N:7]([CH3:15])[C:8]2[C:13]([CH:5]=1)=[CH:12][CH:11]=[C:10]([Br:14])[CH:9]=2)=[O:19]. Procedure details: The title compound is prepared essentially as described in the preparation of 6-bromo-1-methyl-1H-indole-3-carboxylic acid methyl ester utilizing 6-bromo-1H-indole-2-carboxylic acid methyl ester, ES/MS m/e 270.0 (M+2). Starting materials: OC1(CCN(CC1)C(C)=O)C1=CC=C(C=C1)OC (1-(4-Hydroxy-4-[4-methoxyphenyl]piperidin-1-yl )ethanone), [OH-].[Na+] (sodium hydroxide). The solvent is Cl (hydrochloric acid). Yields the product COC1=CC=C(C=C1)C=1CCNCC1 (4-(4-methoxyphenyl)-1,2,3,6-tetrahydropyridine). Isolated yield 23.7%. As a reaction SMILES: O[C:2]1([C:11]2[CH:16]=[CH:15][C:14]([O:17][CH3:18])=[CH:13][CH:12]=2)[CH2:7][CH2:6][N:5](C(=O)C)[CH2:4][CH2:3]1.[OH-].[Na+]>Cl>[CH3:18][O:17][C:14]1[CH:13]=[CH:12][C:11]([C:2]2[CH2:7][CH2:6][NH:5][CH2:4][CH:3]=2)=[CH:16][CH:15]=1 |f:1.2|. Reported procedure: 1-(4-Hydroxy-4-[4-methoxyphenyl]piperidin-1-yl )ethanone (14.75 g, 59 mmol) was dissolved in hydrochloric acid (250 mg, 6M) and refluxed for 12 hours. The reaction mixture was cooled in ice and basified with sodium hydroxide solution (155 ml, 10M), then extracted with dichloromethane (2×500 ml). The extractions were combined, dried (MgSO4), and concentrated in vacuo. The crude product was purified by flash chromatography eluting with 10% methanol in dichloromethane, containing 1% aqueous ammonia...